This data is from the Open Reaction Database (ORD), a public repository of structured organic reaction records. The task is: describe an organic reaction: reactants, conditions, products, and yield Conditions: temperature 4 celsius, time 8 hour. Procedure: A solution of 1.97 g 5′-O-(4,4′-dimethoxytrityl)thymidine (3.62 mmol) in 18 ml absolute dichloromethane and 2 ml absolute pyridine is added in a nitrogen atomsphere and in the absence of light to an N-methyl-N3-[(6-nitroveratryl)oxycarbonyl]imidazoliumchloride acylation reaction (19) (produced from 7.25 mmol chloroformic acid-6-nitroveratryl ester). The reaction mixture is stirred in the dark at 4° C. overnight. The molecular sieve is separated and the organic phase is extracted twice against sa... The product is [N+](=O)([O-])C1=CC(=C(C=C1COC(=O)O[C@H]1C[C@@H](O[C@@H]1CO)N1C(=O)NC(=O)C(C)=C1)OC)OC (3′-O-[(6-nitroveratryl)oxycarbonyl]thymidine). Starting materials: [Cl-].C[N+]1=CN(C=C1)C(=O)OCC1=CC(OC)=C(OC)C=C1[N+](=O)[O-] (N-methyl-N3-[(6-nitroveratryl)oxycarbonyl]imidazoliumchloride), ( 19 ), COC1=CC=C(C(C2=CC=C(C=C2)OC)(C2=CC=CC=C2)OC[C@@H]2[C@H](C[C@@H](O2)N2C(=O)NC(=O)C(C)=C2)O)C=C1 (5′-O-(4,4′-dimethoxytrityl)thymidine). Run in ClCCl (dichloromethane), N1=CC=CC=C1 (pyridine). Reaction SMILES: COC1C=CC(C([O:22][CH2:23][C@H:24]2[O:28][C@@H:27]([N:29]3[CH:37]=[C:35]([CH3:36])[C:33](=[O:34])[NH:32][C:30]3=[O:31])[CH2:26][C@@H:25]2[OH:38])(C2C=CC=CC=2)C2C=CC(OC)=CC=2)=CC=1.[Cl-].C[N+]1C=CN([C:48]([O:50][CH2:51][C:52]2[C:61]([N+:62]([O-:64])=[O:63])=[CH:60][C:57]([O:58][CH3:59])=[C:54]([O:55][CH3:56])[CH:53]=2)=[O:49])C=1>ClCCl.N1C=CC=CC=1>[N+:62]([C:61]1[C:52]([CH2:51][O:50][C:48]([O:38][C@@H:25]2[C@@H:24]([CH2:23][OH:22])[O:28][C@@H:27]([N:29]3[CH:37]=[C:35]([CH3:36])[C:33](=[O:34])[NH:32][C:30]3=[O:31])[CH2:26]2)=[O:49])=[CH:53][C:54]([O:55][CH3:56])=[C:57]([O:58][CH3:59])[CH:60]=1)([O-:64])=[O:63] |f:1.2|. Isolated yield 66.0%.